This data is from the Open Reaction Database (ORD), a public repository of structured organic reaction records. The task is: describe an organic reaction: reactants, conditions, products, and yield The reactants are Cc1cccc(Br)c1O, OCCC1CN(Cc2ccccc2)CCN1, CC(C)(C)OC(=O)N=NC(=O)OC(C)(C)C, C1CCOC1. Product: Cc1cccc(Br)c1OCCC1CN(Cc2ccccc2)CCN1. RXN SMILES: [Br:17][c:18]1[c:19]([OH:25])[c:20]([CH3:24])[cH:21][cH:22][cH:23]1.[CH2:1]([c:2]1[cH:3][cH:4][cH:5][cH:6][cH:7]1)[N:8]1[CH2:9][CH:10]([CH2:14][CH2:15][OH:16])[NH:11][CH2:12][CH2:13]1.[N:26]([C:27]([O:28][C:29]([CH3:30])([CH3:31])[CH3:32])=[O:33])=[N:34][C:35]([O:36][C:37]([CH3:38])([CH3:39])[CH3:40])=[O:41].[O:42]1[CH2:43][CH2:44][CH2:45][CH2:46]1>>[CH2:1]([c:2]1[cH:3][cH:4][cH:5][cH:6][cH:7]1)[N:8]1[CH2:9][CH:10]([CH2:14][CH2:15][O:16][c:19]2[c:18]([Br:17])[cH:23][cH:22][cH:21][c:20]2[CH3:24])[NH:11][CH2:12][CH2:13]1. Reactants: ON=C(C1=CN=CC=C1)N (N′-hydroxynicotinimidamide), FC1=C(C(=O)O)C=CC=C1 (2-fluorobenzoic acid), N (NH3). Product: FC1=C(C=CC=C1)C1=NC(=NO1)C=1C=NC=CC1 (5-(2-fluorophenyl)-3-(pyridin-3-yl)-1,2,4-oxadiazole). Reaction SMILES: [OH:1][N:2]=[C:3]([NH2:10])[C:4]1[CH:9]=[CH:8][CH:7]=[N:6][CH:5]=1.[F:11][C:12]1[CH:20]=[CH:19][CH:18]=[CH:17][C:13]=1[C:14](O)=O.N>>[F:11][C:12]1[CH:20]=[CH:19][CH:18]=[CH:17][C:13]=1[C:14]1[O:1][N:2]=[C:3]([C:4]2[CH:5]=[N:6][CH:7]=[CH:8][CH:9]=2)[N:10]=1. Procedure details: The title compound was prepared according to the procedure of Example 8 using N′-hydroxynicotinimidamide (Aldrich) and 2-fluorobenzoic acid (Aldrich). 1H NMR (300 MHz, CD3OD) δ 7.38-7.49 (m, 2 H), 7.64 (ddd, J=8.0, 4.9, 1.0 Hz, 1 H), 7.70-7.79 (m, 1 H), 8.28 (td, J=7.5, 1.9 Hz, 1 H), 8.57 (dt, J=8.1, 1.9 Hz, 1 H), 8.74 (dd, J=4.7, 1.7 Hz, 1 H), 9.31 (dd, J=2.2, 0.8 Hz, 1 H) ppm; MS (DCI/NH3) m/z 242 (M+H)+. Reactants: [Br-], CCCC[N+](CCCC)(CCCC)CCCC, COS(=O)(=O)[O-], COCCOCCOc1cccc(C=O)c1, C[S+](C)C, ClCCl, [Na+], [OH-], O. Yields the product COCCOCCOc1cccc(C2CO2)c1. Reaction SMILES: [Br-:29].[CH2:30]([N+:31]([CH2:32][CH2:33][CH2:34][CH3:35])([CH2:36][CH2:37][CH2:38][CH3:39])[CH2:40][CH2:41][CH2:42][CH3:43])[CH2:44][CH2:45][CH3:46].[CH3:17][O:18][S:19]([O-:20])(=[O:21])=[O:22].[CH3:1][O:2][CH2:3][CH2:4][O:5][CH2:6][CH2:7][O:8][c:9]1[cH:10][c:11]([CH:12]=[O:13])[cH:14][cH:15][cH:16]1.[CH3:23][S+:24]([CH3:25])[CH3:26].[Cl:47][CH2:48][Cl:49].[Na+:28].[OH-:27].[OH2:50]>>[CH3:1][O:2][CH2:3][CH2:4][O:5][CH2:6][CH2:7][O:8][c:9]1[cH:10][c:11]([CH:12]2[O:13][CH2:17]2)[cH:14][cH:15][cH:16]1. Reactants: CC(C)(C)OC(=O)N1CC(N)C(NC(=O)c2ccc(Cl)s2)C1, C, O=S(=O)(Cl)Cl. Product: CC(C)(C)OC(=O)N1CC(NC(=O)c2ccc(Cl)s2)C(NS(C)(=O)=O)C1. RXN SMILES: [C:1]([CH3:2])([CH3:3])([CH3:4])[O:5][C:6](=[O:7])[N:8]1[CH2:9][CH:10]([NH2:22])[CH:11]([NH:13][C:14](=[O:15])[c:16]2[s:17][c:18]([Cl:21])[cH:19][cH:20]2)[CH2:12]1.[CH4:28].[S:23](=[O:24])(=[O:25])([Cl:26])[Cl:27]>>[C:1]([CH3:2])([CH3:3])([CH3:4])[O:5][C:6](=[O:7])[N:8]1[CH2:9][CH:10]([NH:22][S:23](=[O:24])(=[O:25])[CH3:28])[CH:11]([NH:13][C:14](=[O:15])[c:16]2[s:17][c:18]([Cl:21])[cH:19][cH:20]2)[CH2:12]1.